Dataset: the Open Reaction Database (ORD), a public repository of structured organic reaction records. Task: describe an organic reaction: reactants, conditions, products, and yield Starting materials: N1=CC=CC=2NC(CCC(C21)=O)=O (5H-pyrido[3,2-b]azepine-6,9(7H,8H)-dione), [K+].[Br-] (KBr), C15H12Cl2N4O, Cl.ClC=1C=C(C=C(C1)Cl)NN ((3,5-dichlorophenyl)hydrazine hydrochloride), C(C)(=O)[O-].[Na+] (sodium acetate). Product: ClC=1C=C(C=C(C1)Cl)NN=C1C2=C(NC(CC1)=O)C=CC=N2 (7,8-Dihydro-5H-pyrido[3,2-b]azepine-6,9-dione 9-[(3,5-dichlorophenyl)hydrazone]). As a reaction SMILES: [N:1]1[C:11]2[C:10](=O)[CH2:9][CH2:8][C:7](=[O:13])[NH:6][C:5]=2[CH:4]=[CH:3][CH:2]=1.Cl.[Cl:15][C:16]1[CH:17]=[C:18]([NH:23][NH2:24])[CH:19]=[C:20]([Cl:22])[CH:21]=1.C([O-])(=O)C.[Na+].[K+].[Br-]>>[Cl:15][C:16]1[CH:17]=[C:18]([NH:23][N:24]=[C:10]2[CH2:9][CH2:8][C:7](=[O:13])[NH:6][C:5]3[CH:4]=[CH:3][CH:2]=[N:1][C:11]2=3)[CH:19]=[C:20]([Cl:22])[CH:21]=1 |f:1.2,3.4,5.6|. Reported procedure: Prepared according to general procedure A from 338.5 mg (1.92 mmol) 5H-pyrido[3,2-b]azepine-6,9(7H,8H)-dione, 452 mg (2.11 mmol) (3,5-dichlorophenyl)hydrazine hydrochloride, and 169 mg (2.11 mmol) sodium acetate. Recrystallization from ethanol afforded a beige powder. Yield: 213 mg (33%); m.p. 270° C. (dec.); IR (KBr): 3281 cm−1 (NH), 3067/3029 cm−1 (CH-arom.), 2892 cm−1 (CH-aliph.), 1671 cm−1 (C═O); 1H-NMR (DMSO-d6, 400 MHz): δ (ppm)=2.57-2.60 (m, 2H, azepine-CH2, part of AA′XX′-system), 3.02-3... The reactants are N1N=CC=C1 (pyrazole), ClC=1N=C(C2=C(N1)SC(=C2)[N+](=O)[O-])NCC2=CC(=C(C=C2)Cl)Cl (2-chloro-6-nitro-4-(3,4-dichlorobenzylamino)-thieno-[2,3-d]-pyrimidine). Product: N1(N=CC=C1)C=1N=C(C2=C(N1)SC(=C2)[N+](=O)[O-])NCC2=CC(=C(C=C2)Cl)Cl (2-(pyrazol-1-yl)-6-nitro-4-(3,4-dichlorobenzylamino)-thieno-[2,3-d]-pyrimidine). As a reaction SMILES: [NH:1]1[CH:5]=[CH:4][CH:3]=[N:2]1.Cl[C:7]1[N:8]=[C:9]([NH:19][CH2:20][C:21]2[CH:26]=[CH:25][C:24]([Cl:27])=[C:23]([Cl:28])[CH:22]=2)[C:10]2[CH:15]=[C:14]([N+:16]([O-:18])=[O:17])[S:13][C:11]=2[N:12]=1>>[N:1]1([C:7]2[N:8]=[C:9]([NH:19][CH2:20][C:21]3[CH:26]=[CH:25][C:24]([Cl:27])=[C:23]([Cl:28])[CH:22]=3)[C:10]3[CH:15]=[C:14]([N+:16]([O-:18])=[O:17])[S:13][C:11]=3[N:12]=2)[CH:5]=[CH:4][CH:3]=[N:2]1. Procedure details: Following the procedure of Example 97, the reaction of pyrazole with 2-chloro-6-nitro-4-(3,4-dichlorobenzylamino)-thieno-[2,3-d]-pyrimidine gives 2-(pyrazol-1-yl)-6-nitro-4-(3,4-dichlorobenzylamino)-thieno-[2,3-d]-pyrimidine. The reactants are COc1ccc(C(=O)Cl)cc1, C1CCOC1, CNc1ccc(C(=O)O)cc1, Cl, [Na+], [Na+], O=C([O-])[O-], O. Yields the product COc1ccc(C(=O)N(C)c2ccc(C(=O)O)cc2)cc1. Reaction SMILES: [C:18]([c:19]1[cH:20][cH:21][c:22]([O:25][CH3:26])[cH:23][cH:24]1)(=[O:27])[Cl:28].[CH2:31]1[O:32][CH2:33][CH2:34][CH2:35]1.[CH3:7][NH:8][c:9]1[cH:10][cH:11][c:12]([C:13](=[O:14])[OH:15])[cH:16][cH:17]1.[ClH:29].[Na+:1].[Na+:2].[O-:3][C:4](=[O:5])[O-:6].[OH2:30]>>[CH3:7][N:8]([c:9]1[cH:10][cH:11][c:12]([C:13](=[O:14])[OH:15])[cH:16][cH:17]1)[C:18]([c:19]1[cH:20][cH:21][c:22]([O:25][CH3:26])[cH:23][cH:24]1)=[O:27]. The reactants are CCO, N#CC1(c2ccc(Cl)c(Cl)c2)CC1CO, Cl, [Na+], [OH-], O. Reaction SMILES: [CH3:16][CH2:17][OH:18].[Cl:1][c:2]1[cH:3][c:4]([C:9]2([C:14]#[N:15])[CH:10]([CH2:12][OH:13])[CH2:11]2)[cH:5][cH:6][c:7]1[Cl:8].[ClH:21].[Na+:20].[OH-:19].[OH2:22]>>[Cl:1][c:2]1[cH:3][c:4]([C:9]23[CH:10]([CH2:11]2)[CH2:12][O:13][C:14]3=[O:18])[cH:5][cH:6][c:7]1[Cl:8]. The product is O=C1OCC2CC12c1ccc(Cl)c(Cl)c1. Reactants: OCC1=NN(C(=C1C(F)(F)F)C(=O)OCC)C (ethyl 3-(hydroxymethyl)-1-methyl-4-(trifluoromethyl)-1H-pyrazole-5-carboxylate). Reagents/catalysts: [O-2].[Mn+4].[O-2] (manganese(IV) oxide). Solvent: ClCCl (dichloromethane). Product: C(=O)C1=NN(C(=C1C(F)(F)F)C(=O)OCC)C (Ethyl 3-formyl-1-methyl-4-(trifluoromethyl)-1H-pyrazole-5-carboxylate). As a reaction SMILES: [OH:1][CH2:2][C:3]1[C:7]([C:8]([F:11])([F:10])[F:9])=[C:6]([C:12]([O:14][CH2:15][CH3:16])=[O:13])[N:5]([CH3:17])[N:4]=1>ClCCl.[O-2].[Mn+4].[O-2]>[CH:2]([C:3]1[C:7]([C:8]([F:11])([F:10])[F:9])=[C:6]([C:12]([O:14][CH2:15][CH3:16])=[O:13])[N:5]([CH3:17])[N:4]=1)=[O:1] |f:2.3.4|. Reported procedure: A solution of 1.50 g (5.95 mmol) of ethyl 3-(hydroxymethyl)-1-methyl-4-(trifluoromethyl)-1H-pyrazole-5-carboxylate in 100 ml of dichloromethane is admixed with 4.14 g (47.6 mmol) of manganese(IV) oxide and heated under reflux for four hours. The cooled reaction mixture is filtered over Celite and concentrated by evaporation on a rotary evaporator. This gives 1.36 g of ethyl 3-formyl-1-methyl-4-(trifluoromethyl)-1H-pyrazole-5-carboxylate (91%).